From a dataset of the Open Reaction Database (ORD), a public repository of structured organic reaction records. describe an organic reaction: reactants, conditions, products, and yield Reactants: NC=1C(=NC=CN1)C(=O)N (3-amino-2-pyrazinecarboxamide), triethyl orthoethoxyacetate, C(C)(=O)OC(C)=O (acetic anhydride). Yields the product C(C)OCC1=NC2=NC=CN=C2C(N1)=O (2-Ethoxymethyl-4(3H)-pteridinone). As a reaction SMILES: [NH2:1][C:2]1[C:3]([C:8]([NH2:10])=[O:9])=[N:4][CH:5]=[CH:6][N:7]=1.[C:11]([O:14][C:15](=O)[CH3:16])(=O)[CH3:12]>>[CH2:11]([O:14][CH2:15][C:16]1[NH:10][C:8](=[O:9])[C:3]2[C:2](=[N:7][CH:6]=[CH:5][N:4]=2)[N:1]=1)[CH3:12]. Procedure details: A mixture of 8.3 g (0.060 mole) of 3-amino-2-pyrazinecarboxamide [prepared according to R. C. Ellingson et al., J. Am. Chem. Soc. 1945, 67, 1711], 49.5 g (0.24 mole) of triethyl orthoethoxyacetate [prepared according to S. M. McElvain and P. M. Walters, J. Am. Chem. Soc. 1942, 64, 1963] and 53 ml of acetic anhydride is refluxed under a nitrogen atmosphere for 3 hours. The temperature of this reflux falls with the passage of time from 124° to 96° C. and then remains constant at the latter tempera... Starting materials: NCC(=O)O (Glycine), C1(=CC=C(C=C1)S(=O)(=O)Cl)C1=CC=CC=C1 (4-biphenylsulfonyl chloride), [OH-].[Na+] (NaOH), CCOCC (ether). The solvent is C1CCOC1 (THF). The product is C1(=CC=C(C=C1)S(=O)(=O)NCC(=O)O)C1=CC=CC=C1 (2-[(4-Biphenylsulfonyl)amino]acetic acid). As a reaction SMILES: [NH2:1][CH2:2][C:3]([OH:5])=[O:4].[C:6]1([C:16]2[CH:21]=[CH:20][CH:19]=[CH:18][CH:17]=2)[CH:11]=[CH:10][C:9]([S:12](Cl)(=[O:14])=[O:13])=[CH:8][CH:7]=1.[OH-].[Na+].CCOCC>C1COCC1>[C:6]1([C:16]2[CH:21]=[CH:20][CH:19]=[CH:18][CH:17]=2)[CH:11]=[CH:10][C:9]([S:12]([NH:1][CH2:2][C:3]([OH:5])=[O:4])(=[O:14])=[O:13])=[CH:8][CH:7]=1 |f:2.3|. Reported procedure: Glycine (5 mmol) is reacted with 4-biphenylsulfonyl chloride (about 5 mmol) in the presence of 1N NaOH solution (10 ml), ether (21 ml) and THF (2 ml) using the procedure described in Example 5 to give the title product. Starting materials: Cl.C(C1=CC=CC=C1)N1CCC2(CC1)OC1=CC=C(C=C1C(C2)=O)/C=C/C(=O)NO ((E)-3-{1′-benzyl-4-oxo-spiro[chromane-2,4′-piperidine]-6-yl}-N-hydroxy-acrylamide hydrochloride), NOC.Cl (NH2OCH3.HCl), N1=CC=CC=C1 (pyridine). The solvent is CCO (EtOH). Run at time 2 hour. The product is C(C1=CC=CC=C1)N1CCC2(CC1)OC1=CC=C(C=C1C(C2)=NOC)/C=C/C(=O)NO ((E)-3-{1′-benzyl-4-methyloxyimino-spiro[chromane-2,4′-piperidine]-6-yl}-N-hydroxy-acrylamide). Isolated yield 101.7%. As a reaction SMILES: Cl.[CH2:2]([N:9]1[CH2:14][CH2:13][C:12]2([CH2:23][C:22](=O)[C:21]3[C:16](=[CH:17][CH:18]=[C:19](/[CH:25]=[CH:26]/[C:27]([NH:29][OH:30])=[O:28])[CH:20]=3)[O:15]2)[CH2:11][CH2:10]1)[C:3]1[CH:8]=[CH:7][CH:6]=[CH:5][CH:4]=1.[NH2:31][O:32][CH3:33].Cl.N1C=CC=CC=1>CCO>[CH2:2]([N:9]1[CH2:14][CH2:13][C:12]2([CH2:23][C:22](=[N:31][O:32][CH3:33])[C:21]3[C:16](=[CH:17][CH:18]=[C:19](/[CH:25]=[CH:26]/[C:27]([NH:29][OH:30])=[O:28])[CH:20]=3)[O:15]2)[CH2:11][CH2:10]1)[C:3]1[CH:8]=[CH:7][CH:6]=[CH:5][CH:4]=1 |f:0.1,2.3|. Procedure: A mixture of (E)-3-{1′-benzyl-4-oxo-spiro[chromane-2,4′-piperidine]-6-yl}-N-hydroxy-acrylamide hydrochloride (150 mg, 0.35 mmol), NH2OCH3.HCl (63.5 mg, 0.76 mmol) and pyridine (61 μl, 0.70 mmol) in EtOH (10 ml) was heated to reflux. After 2 h, the solution was evaporated under vacuum. The crude residue was triturated with Et2O/H2O 90/10 to give (E)-3-{1′-benzyl-4-methyloxyimino-spiro[chromane-2,4′-piperidine]-6-yl}-N-hydroxy-acrylamide (150 mg) as a 90/10 mixture of the two isomers (hydrochlorid... The reactants are C(C)(C)C1=C(C=C(C(=C1)OC)C)O (2-isopropyl-4-methoxy-5-methyl-phenol), C([O-])([O-])=O.[K+].[K+] (potassium carbonate), BrCC(=O)OCC (ethyl bromoacetate). Run in CC(=O)C (acetone). The product is C(C)OC(COC1=C(C=C(C(=C1)C)OC)C(C)C)=O ((2-isopropyl-4-methoxy-5-methyl-phenoxy)-acetic acid ethyl ester). The yield is 82.3%. Reaction SMILES: [CH:1]([C:4]1[CH:9]=[C:8]([O:10][CH3:11])[C:7]([CH3:12])=[CH:6][C:5]=1[OH:13])([CH3:3])[CH3:2].C(=O)([O-])[O-].[K+].[K+].Br[CH2:21][C:22]([O:24][CH2:25][CH3:26])=[O:23]>CC(C)=O>[CH2:25]([O:24][C:22](=[O:23])[CH2:21][O:13][C:5]1[CH:6]=[C:7]([CH3:12])[C:8]([O:10][CH3:11])=[CH:9][C:4]=1[CH:1]([CH3:3])[CH3:2])[CH3:26] |f:1.2.3|. Procedure: To a solution of 2-isopropyl-4-methoxy-5-methyl-phenol (3.933 g, 21.8 mmol) in acetone (100 ml) was added potassium carbonate (20 g, 145 mmol) and ethyl bromoacetate (5 ml, 45.1 mmol). The mixture refluxed over night and was filtered through celite. The filtrate was concentrated under reduced pressure and the residue was partitioned between ethyl acetate and water. The organic phase was washed with brine and dried over anhydrous sodium sulfate. After removal of drying agent, the organic solution... Reactants: COc1ccc(F)c(-c2ccc(CO[Si](C)(C)C(C)(C)C)cc2C(O)(C(C)C)C(C)C)c1, ClCCl, CN(C)C=O, O=S(Cl)Cl. Product: COc1ccc(F)c(-c2ccc(CCl)cc2C(O)(C(C)C)C(C)C)c1. RXN SMILES: [CH3:1][C:2]([Si:3]([CH3:4])([CH3:5])[O:6][CH2:7][c:8]1[cH:9][c:10]([C:23]([CH:24]([CH3:25])[CH3:26])([CH:27]([CH3:28])[CH3:29])[OH:30])[c:11](-[c:14]2[c:15]([F:22])[cH:16][cH:17][c:18]([O:20][CH3:21])[cH:19]2)[cH:12][cH:13]1)([CH3:31])[CH3:32].[Cl:42][CH2:43][Cl:44].[O:33]=[CH:34][N:35]([CH3:36])[CH3:37].[S:38]([Cl:39])([Cl:40])=[O:41]>>[CH2:7]([c:8]1[cH:9][c:10]([C:23]([CH:24]([CH3:25])[CH3:26])([CH:27]([CH3:28])[CH3:29])[OH:30])[c:11](-[c:14]2[c:15]([F:22])[cH:16][cH:17][c:18]([O:20][CH3:21])[cH:19]2)[cH:12][cH:13]1)[Cl:40]. Reactants: IC=1C=C2C(=NC=NC2=CC1)OC1=CC=CC=C1 (6-iodo-4-phenoxyquinazoline), C(#C)C1(CCN(CC1)C)O (4-ethynyl-1-methyl-piperidin-4-ol), C1=CC=C(C=C1)P(C2=CC=CC=C2)C3=CC=CC=C3 (PPh3). The reagents and catalysts are CC(=O)[O-].CC(=O)[O-].[Pd+2] (Pd(OAc)2). Solvent: C(C)N(CC)CC (triethylamine). Run at temperature 100 celsius. Product: CN1CCC(CC1)(O)C#CC=1C=C2C(=NC=NC2=CC1)OC1=CC=CC=C1 (1-Methyl-4-(4-phenoxy-quinazolin-6-ylethynyl)-piperidin-4-ol). Isolated yield 68.1%. Reaction SMILES: I[C:2]1[CH:3]=[C:4]2[C:9](=[CH:10][CH:11]=1)[N:8]=[CH:7][N:6]=[C:5]2[O:12][C:13]1[CH:18]=[CH:17][CH:16]=[CH:15][CH:14]=1.[C:19]([C:21]1([OH:28])[CH2:26][CH2:25][N:24]([CH3:27])[CH2:23][CH2:22]1)#[CH:20].C1C=CC(P(C2C=CC=CC=2)C2C=CC=CC=2)=CC=1>CC([O-])=O.CC([O-])=O.[Pd+2].C(N(CC)CC)C>[CH3:27][N:24]1[CH2:25][CH2:26][C:21]([C:19]#[C:20][C:2]2[CH:3]=[C:4]3[C:9](=[CH:10][CH:11]=2)[N:8]=[CH:7][N:6]=[C:5]3[O:12][C:13]2[CH:18]=[CH:17][CH:16]=[CH:15][CH:14]=2)([OH:28])[CH2:22][CH2:23]1 |f:3.4.5|. Procedure details: To a 100 mL round bottom flask under nitrogen were added, quinazoline 13 (1.32 g, 3.80 mmol), 4-ethynyl-1-methyl-piperidin-4-ol (1.06 g, 7.6 mmol), Pd(OAc)2 (51 mg, 0.23 mmol), PPh3 (120 mg, 0.46 mmol) and triethylamine (18 mL). The flask was equipped with a reflux condenser and the mixture heated to 100° C. for 16 hours. The dark solution was then cooled and the triethylamine removed under reduced pressure. The resulting residue was diluted with EtOAc (75 mL) and H2O (25 mL) and transferred to ...